describe an organic reaction: reactants, conditions, products, and yield From a dataset of the Open Reaction Database (ORD), a public repository of structured organic reaction records. Starting materials: ClC1=C(C=CC=C1)C(=C(C#N)C(CCC)=O)NC(C)C(C)C (2-{(2-chlorophenyl)[(3-methylbutan-2-yl)amino]methylene}-3-oxohexanenitrile), Cl.O(C)N (methoxylamine hydrochloride). The reagents and catalysts are S(O)(O)(=O)=O (sulfuric acid). Solvent: C(C)O (ethanol). Yields the product ClC1=C(C=CC=C1)C(=C(C#N)C(CCC)=NOC)NC(C)C(C)C (2-{(2-chlorophenyl)[(3-methylbutan-2-yl)amino]methylene}-3-(methoxyimino)hexanenitrile). The yield is 51.0%. Reaction SMILES: [Cl:1][C:2]1[CH:7]=[CH:6][CH:5]=[CH:4][C:3]=1[C:8]([NH:17][CH:18]([CH:20]([CH3:22])[CH3:21])[CH3:19])=[C:9]([C:12](=O)[CH2:13][CH2:14][CH3:15])[C:10]#[N:11].Cl.[O:24]([NH2:26])[CH3:25]>C(O)C.S(=O)(=O)(O)O>[Cl:1][C:2]1[CH:7]=[CH:6][CH:5]=[CH:4][C:3]=1[C:8]([NH:17][CH:18]([CH:20]([CH3:22])[CH3:21])[CH3:19])=[C:9]([C:12](=[N:26][O:24][CH3:25])[CH2:13][CH2:14][CH3:15])[C:10]#[N:11] |f:1.2|. Procedure: To a solution of 2-{(2-chlorophenyl)[(3-methylbutan-2-yl)amino]methylene}-3-oxohexanenitrile (0.300 g, 0.919 mmol, 1 eq.) in ethanol (6 ml) were added methoxylamine hydrochloride (0.314 g, 3.67 mmol, 4 eq.) followed by 2 drops of concentrated sulfuric acid. The reaction was microwaved (150° C., 22000 s, fixed hold, high absorption) and the solvent evaporated. The residual oil was triturated in ethyl acetate and washed with sat. aq. solution of NaCl. After drying over MgSO4 and concentration unde... The reactants are CS(=O)(=O)c1ccc(C(CC2CCC(=O)CC2)C(=O)Nc2cnc(Br)cn2)cc1Cl, CO, Cl, NO, Cc1cccc(C)n1. The product is CS(=O)(=O)c1ccc(C(CC2CCC(=NO)CC2)C(=O)Nc2cnc(Br)cn2)cc1Cl. RXN SMILES: [Br:4][c:5]1[n:6][cH:7][c:8]([NH:11][C:12]([CH:13]([CH2:14][CH:15]2[CH2:16][CH2:17][C:18](=[O:21])[CH2:19][CH2:20]2)[c:22]2[cH:23][c:24]([Cl:32])[c:25]([S:28](=[O:29])(=[O:30])[CH3:31])[cH:26][cH:27]2)=[O:33])[n:9][cH:10]1.[CH3:34][OH:35].[ClH:1].[NH2:2][OH:3].[n:36]1[c:37]([CH3:38])[cH:39][cH:40][cH:41][c:42]1[CH3:43]>>[N:2]([OH:3])=[C:18]1[CH2:17][CH2:16][CH:15]([CH2:14][CH:13]([C:12]([NH:11][c:8]2[cH:7][n:6][c:5]([Br:4])[cH:10][n:9]2)=[O:33])[c:22]2[cH:23][c:24]([Cl:32])[c:25]([S:28](=[O:29])(=[O:30])[CH3:31])[cH:26][cH:27]2)[CH2:20][CH2:19]1.